From a dataset of the Open Reaction Database (ORD), a public repository of structured organic reaction records. describe an organic reaction: reactants, conditions, products, and yield Starting materials: ClC1=NC(=C2N=CN(C2=N1)[C@H]1[C@@H]([C@@H]([C@H](C1)NC(=O)C1CCC1)O)O)NCC(C1=CC=CC=C1)C1=CC=CC=C1 (cyclobutanecarboxylic acid {(1S,2R,3S,4R)-4-[2-chloro-6-(2,2-diphenyl-ethylamino)-purin-9-yl]-2,3-dihydroxy-cyclopentyl}-amide), Cl.N[C@@H]1[C@H]([C@H]([C@@H](C1)N1C2=NC(=NC(=C2N=C1)NCC(C1=CC=CC=C1)C1=CC=CC=C1)Cl)O)O ((1S,2R,3S,5R)-3-amino-5-[2-chloro-6-(2,2-diphenyl-ethylamino)-purin-9-yl]-cyclopentane-1,2-diol hydrochloride), ClC1=NC(=C2N=CNC2=N1)NCC(C1=CC=CC=C1)C1=CC=CC=C1 ((2-Chloro-9H-purin-6-yl)-(2,2-diphenyl-ethyl)-amine), C(CCC)(=O)Cl (butyryl chloride). The product is ClC1=NC(=C2N=CN(C2=N1)[C@H]1[C@@H]([C@@H]([C@H](C1)NC(CCC)=O)O)O)NCC(C1=CC=CC=C1)C1=CC=CC=C1 (N-{(1S,2R,3S,4R)-4-[2-Chloro-6-(2,2-diphenyl-ethylamino)-purin-9-yl]-2,3-dihydroxy-cyclopentyl}-butyramide). RXN SMILES: [Cl:1][C:2]1[N:10]=[C:9]2[C:5]([N:6]=[CH:7][N:8]2[C@@H:11]2[CH2:15][C@H:14]([NH:16][C:17]([CH:19]3C[CH2:21][CH2:20]3)=[O:18])[C@@H:13]([OH:23])[C@H:12]2[OH:24])=[C:4]([NH:25][CH2:26][CH:27]([C:34]2[CH:39]=[CH:38][CH:37]=[CH:36][CH:35]=2)[C:28]2[CH:33]=[CH:32][CH:31]=[CH:30][CH:29]=2)[N:3]=1.Cl.N[C@H]1C[C@@H](N2C=NC3C2=NC(Cl)=NC=3NCC(C2C=CC=CC=2)C2C=CC=CC=2)[C@H](O)[C@@H]1O.ClC1N=C2C(N=CN2)=C(NCC(C2C=CC=CC=2)C2C=CC=CC=2)N=1.C(Cl)(=O)CCC>>[Cl:1][C:2]1[N:10]=[C:9]2[C:5]([N:6]=[CH:7][N:8]2[C@@H:11]2[CH2:15][C@H:14]([NH:16][C:17](=[O:18])[CH2:19][CH2:20][CH3:21])[C@@H:13]([OH:23])[C@H:12]2[OH:24])=[C:4]([NH:25][CH2:26][CH:27]([C:28]2[CH:29]=[CH:30][CH:31]=[CH:32][CH:33]=2)[C:34]2[CH:35]=[CH:36][CH:37]=[CH:38][CH:39]=2)[N:3]=1 |f:1.2|. Procedure details: The title compound is prepared by the same method as cyclobutanecarboxylic acid {(1S,2R,3S,4R)-4-[2-chloro-6-(2,2-diphenyl-ethylamino)-purin-9-yl]-2,3-dihydroxy-cyclopentyl}-amide from (1S,2R,3S,5R)-3-amino-5-[2-chloro-6-(2,2-diphenyl-ethylamino)-purin-9-yl]-cyclopentane-1,2-diol hydrochloride (an intermediate for preparing the compound of Example 22) and butyryl chloride to afford the title compound (48 mg). LCMS (electrospray): m/z [MH+] 535.26. 1H nmr (MeOD, 400 MHz); 8.00(s, 1H), 7.40-7.30(m...